From a dataset of the Open Reaction Database (ORD), a public repository of structured organic reaction records. describe an organic reaction: reactants, conditions, products, and yield Reactants: CCOC(=O)CCS(=O)(=O)Nc1nn(C(=O)OC(C)(C)C)c2ccc(C3C(C#N)=C(C)NC(C)=C3C#N)cc12, ClCCl, O=C(O)C(F)(F)F. Yields the product CCOC(=O)CCS(=O)(=O)Nc1n[nH]c2ccc(C3C(C#N)=C(C)NC(C)=C3C#N)cc12. As a reaction SMILES: [C:1](#[N:2])[C:3]1=[C:4]([CH3:39])[NH:5][C:6]([CH3:38])=[C:7]([C:36]#[N:37])[CH:8]1[c:9]1[cH:10][c:11]2[c:12]([NH:25][S:26](=[O:27])(=[O:28])[CH2:29][CH2:30][C:31](=[O:32])[O:33][CH2:34][CH3:35])[n:13][n:14]([C:18]([O:19][C:20]([CH3:21])([CH3:22])[CH3:23])=[O:24])[c:15]2[cH:16][cH:17]1.[Cl:47][CH2:48][Cl:49].[OH:40][C:41]([C:42]([F:43])([F:44])[F:45])=[O:46]>>[C:1](#[N:2])[C:3]1=[C:4]([CH3:39])[NH:5][C:6]([CH3:38])=[C:7]([C:36]#[N:37])[CH:8]1[c:9]1[cH:10][c:11]2[c:12]([NH:25][S:26](=[O:27])(=[O:28])[CH2:29][CH2:30][C:31](=[O:32])[O:33][CH2:34][CH3:35])[n:13][nH:14][c:15]2[cH:16][cH:17]1. The reactants are OCC=1C=CC2=C(C(OCC3=C(S2)C(=CC(=C3)C)OC)=O)C1OC (3-hydroxymethyl-4,11-dimethoxy-9-methyl-7H-dibenz[c,f][1,5]oxathiocin-5-one), [Cr](=O)(=O)([O-])O[Cr](=O)(=O)[O-].[NH+]1=CC=CC=C1.[NH+]1=CC=CC=C1 (pyridinium dichromate), O (water). Solvent: CN(C=O)C (dimethylformamide). Product: C(=O)(O)C=1C=CC2=C(C(OCC3=C(S2)C(=CC(=C3)C)OC)=O)C1OC (3-Carboxy-4,11-dimethoxy-9-methyl-7H-dibenz[c,f][1,5]oxathiocin-5-one). Reaction SMILES: [OH:1][CH2:2][C:3]1[CH:4]=[CH:5][C:6]2[S:13][C:12]3[C:14]([O:19][CH3:20])=[CH:15][C:16]([CH3:18])=[CH:17][C:11]=3[CH2:10][O:9][C:8](=[O:21])[C:7]=2[C:22]=1[O:23][CH3:24].[Cr](O[Cr]([O-])(=O)=O)([O-])(=O)=[O:26].[NH+]1C=CC=CC=1.[NH+]1C=CC=CC=1.O>CN(C)C=O>[C:2]([C:3]1[CH:4]=[CH:5][C:6]2[S:13][C:12]3[C:14]([O:19][CH3:20])=[CH:15][C:16]([CH3:18])=[CH:17][C:11]=3[CH2:10][O:9][C:8](=[O:21])[C:7]=2[C:22]=1[O:23][CH3:24])([OH:26])=[O:1] |f:1.2.3|. Reported procedure: 560 mg (1.62 mmol) of the compound from Example VI are stirred overnight at 25° C. with 9.13 g (24.3 mmol) of pyridinium dichromate in 20 ml of dimethylformamide. The mixture is poured into water and washed with ether, the ether phase is washed with water and dried over sodium sulphate and, after concentrating in vacuo, the residue is chromatographed on silica gel using methylene chloride/ethanol 10:1. The reactants are COC=1C=C2CC(COC2=CC1)=O (6-methoxy-3-chromanone), N1CCCC1 (pyrrolidine), FC(C(=O)O)(F)F (trifluoroacetic acid). Run in C1(=CC=CC=C1)C (toluene). Yields the product COC=1C=CC2=C(C1)C1=C(NC(CC1)=O)CO2 (9-methoxy-1,2,3,5-tetrahydro-4H-[1]-benzopyrano[3,4-b]pyridin-3-one). As a reaction SMILES: [CH3:1][O:2][C:3]1[CH:4]=[C:5]2[C:10](=[CH:11][CH:12]=1)[O:9][CH2:8][C:7](=O)[CH2:6]2.[NH:14]1C[CH2:17][CH2:16][CH2:15]1.FC(F)(F)C(O)=[O:22]>C1(C)C=CC=CC=1>[CH3:1][O:2][C:3]1[CH:12]=[CH:11][C:10]2[O:9][CH2:8][C:7]3[NH:14][C:15](=[O:22])[CH2:16][CH2:17][C:6]=3[C:5]=2[CH:4]=1. Procedure: The starting material is prepared as follows: A solution of 17.8 g of 6-methoxy-3-chromanone, 7.5 g of pyrrolidine and 0.1 ml of trifluoroacetic acid in 200 ml of toluene is refluxed for 8 hours in a Dean Stark apparatus. After removal of solvent in vacuo 14.0 g of acrylamide is added and the mixture is heated for 3 hours at 80°. Water is added, the organic layer is separated and evaporated to dryness to afford 9-methoxy-1,2,3,5-tetrahydro-4H-[1]-benzopyrano[3,4-b]pyridin-3-one. As a reaction SMILES: [I:1][C:2]1[CH:3]=[C:4]2[C:9](=[CH:10][CH:11]=1)[N:8]=[C:7]([C:12]([Cl:15])([Cl:14])[Cl:13])[N:6]=[C:5]2Cl.[NH2:17][CH:18]1[CH2:23][CH2:22][CH2:21][N:20]([CH2:24][CH3:25])[CH2:19]1>CCOCC>[ClH:13].[CH2:24]([N:20]1[CH2:21][CH2:22][CH2:23][CH:18]([NH:17][C:5]2[C:4]3[C:9](=[CH:10][CH:11]=[C:2]([I:1])[CH:3]=3)[N:8]=[C:7]([C:12]([Cl:15])([Cl:14])[Cl:13])[N:6]=2)[CH2:19]1)[CH3:25] |f:3.4|. The reactants are NC1CN(CCC1)CC (3-amino-1-ethyl-piperidine), 0C, IC=1C=C2C(=NC(=NC2=CC1)C(Cl)(Cl)Cl)Cl (6-iodo-4-chloro-2-trichloromethyl-quinazolin). The solvent is CCOCC (ether), CCOCC (ether). The product is Cl.C(C)N1CC(CCC1)NC1=NC(=NC2=CC=C(C=C12)I)C(Cl)(Cl)Cl ((1-ethyl-piperidin-3-yl)-(6-iodo-2-trichloromethyl-quinazolin-4-yl)-amine, monohydrochloride). Reported procedure: 6-iodo-4-chloro-2-trichloromethyl-quinazolin (8.14 g, 20 mmol) was dissolved in ether (anhydrous 200 mL) under stirring at rt. To this solution 3-amino-1-ethyl-piperidine (2.56 g, 20 mmol) in ether (anhydrous 30 mL) was added at 0C. The reaction mixture was allowed to warm to rt overnight. Buff colored solid separated which was filtered, washed with ether (200 mL) and air dried. Crude yield: 5.1 g. The crude material was suspended in MeOH and stirred vigorously for 0.5 h and filtered. The solid ...